From a dataset of the Open Reaction Database (ORD), a public repository of structured organic reaction records. describe an organic reaction: reactants, conditions, products, and yield Reactants: CN1CCN(c2ccc(C(=O)OC(C)(C)C)c([N+](=O)[O-])c2)CC1, CCO. Product: CN1CCN(c2ccc(C(=O)OC(C)(C)C)c(N)c2)CC1. As a reaction SMILES: [C:1]([CH3:2])([CH3:3])([CH3:4])[O:5][C:6]([c:7]1[c:8]([N+:20]([O-:21])=[O:22])[cH:9][c:10]([N:13]2[CH2:14][CH2:15][N:16]([CH3:19])[CH2:17][CH2:18]2)[cH:11][cH:12]1)=[O:23].[CH3:24][CH2:25][OH:26]>>[C:1]([CH3:2])([CH3:3])([CH3:4])[O:5][C:6]([c:7]1[c:8]([NH2:20])[cH:9][c:10]([N:13]2[CH2:14][CH2:15][N:16]([CH3:19])[CH2:17][CH2:18]2)[cH:11][cH:12]1)=[O:23]. The reactants are ClC=1C=C2C(C(=COC2=CC1O)C1=CC=C(C=C1)C1=CC=C(C=C1)F)=O (6-Chloro-3-(4′-fluorobiphenyl-4-yl)-7-hydroxy-chromen-4-one), O.NN (Hydrazine hydrate). The product is ClC1=C(C=C(C(=C1)C1=NNC=C1C1=CC=C(C=C1)C1=CC=C(C=C1)F)O)O (4-Chloro-6-[4-(4′-fluoro-biphenyl-4-yl)-1H-pyrazol-3-yl]-benzene-1,3-diol). The yield is 63.7%. RXN SMILES: [Cl:1][C:2]1[CH:3]=[C:4]2[C:9](=[CH:10][C:11]=1[OH:12])[O:8][CH:7]=[C:6]([C:13]1[CH:18]=[CH:17][C:16]([C:19]3[CH:24]=[CH:23][C:22]([F:25])=[CH:21][CH:20]=3)=[CH:15][CH:14]=1)[C:5]2=O.O.[NH2:28][NH2:29]>>[Cl:1][C:2]1[CH:3]=[C:4]([C:5]2[C:6]([C:13]3[CH:18]=[CH:17][C:16]([C:19]4[CH:24]=[CH:23][C:22]([F:25])=[CH:21][CH:20]=4)=[CH:15][CH:14]=3)=[CH:7][NH:29][N:28]=2)[C:9]([OH:8])=[CH:10][C:11]=1[OH:12] |f:1.2|. Procedure: This compounds was synthesised in the same manner as described above. 6-Chloro-3-(4′-fluorobiphenyl-4-yl)-7-hydroxy-chromen-4-one (0.12 g, 0.33 mmol), Hydrazine hydrate (5 ml). The quenched reaction was extracted into ethyl acetate, washed (water), dried (MgSO4), and the solvent removed under vacuum to give 4-Chloro-6-[4-(4′-fluoro-biphenyl-4-yl)-1H-pyrazol-3-yl]-benzene-1,3-diol as a white solid (0.08 g, 63.7%). Reactants: O=Cc1cc(O)ccc1Br, O=C([O-])[O-], N#Cc1ccc(Cl)nc1OC1CCCC1, [K+], [K+], CN(C)C=O. Yields the product N#Cc1ccc(Oc2ccc(Br)c(C=O)c2)nc1OC1CCCC1. RXN SMILES: [Br:16][c:17]1[c:18]([CH:19]=[O:20])[cH:21][c:22]([OH:25])[cH:23][cH:24]1.[C:26](=[O:27])([O-:28])[O-:29].[Cl:1][c:2]1[n:3][c:4]([O:10][CH:11]2[CH2:12][CH2:13][CH2:14][CH2:15]2)[c:5]([C:6]#[N:7])[cH:8][cH:9]1.[K+:30].[K+:31].[O:32]=[CH:33][N:34]([CH3:35])[CH3:36]>>[c:2]1([O:25][c:22]2[cH:21][c:18]([CH:19]=[O:20])[c:17]([Br:16])[cH:24][cH:23]2)[n:3][c:4]([O:10][CH:11]2[CH2:12][CH2:13][CH2:14][CH2:15]2)[c:5]([C:6]#[N:7])[cH:8][cH:9]1. Reactants: COC(=O)C1C(CC1)N1C=NC(=C1)[N+](=O)[O-] (2-(4-Nitro-imidazol-1-yl)-cyclobutanecarboxylic acid methyl ester), CSC.B (borane-dimethyl sulfide). Solvent: O1CCCC1 (tetrahydrofuran). Product: [N+](=O)([O-])C=1N=CN(C1)C1C(CC1)CO ([2-(4-Nitro-imidazol-1-yl)-cyclobutyl]-methanol). Isolated yield 37.9%. Reaction SMILES: C[O:2][C:3]([CH:5]1[CH2:8][CH2:7][CH:6]1[N:9]1[CH:13]=[C:12]([N+:14]([O-:16])=[O:15])[N:11]=[CH:10]1)=O.CSC.B>O1CCCC1>[N+:14]([C:12]1[N:11]=[CH:10][N:9]([CH:6]2[CH2:7][CH2:8][CH:5]2[CH2:3][OH:2])[CH:13]=1)([O-:16])=[O:15] |f:1.2|. Procedure: A mixture of the 2-(4-Nitro-imidazol-1-yl)-cyclobutanecarboxylic acid methyl ester (2.640 g, 0.01105 mol), borane-dimethyl sulfide complex (1M in tetrahydrofuran) (33.2 mL, 0.0332 mol) and tetrahydrofuran (10 mL) was heated at reflux for 17 hours. The reaction was quenched by water. The volatile solvent was evaporated under reduced pressure. The residue was diluted with water and extracted with ethyl acetate three times. The combined extracts were washed with brine and dried over sodium sulfate....